This data is from the Open Reaction Database (ORD), a public repository of structured organic reaction records. The task is: describe an organic reaction: reactants, conditions, products, and yield Starting materials: S1C(=NC2=C1C=CC=C2)COC2=CC(=C(C=C2)[N+](=O)[O-])C (O-(benzothiazol-2-ylmethyl)-3-methyl-4-nitrophenol). The reagents and catalysts are [Pt]=O (platinum oxide). Run in O1CCCC1 (tetrahydrofuran). Reaction conditions: time 2 hour. Product: S1C(=NC2=C1C=CC=C2)COC2=CC(=C(N)C=C2)C (4-(Benzothiazol-2-ylmethoxy)-2-methylaniline). The yield is 101.9%. As a reaction SMILES: [S:1]1[C:5]2[CH:6]=[CH:7][CH:8]=[CH:9][C:4]=2[N:3]=[C:2]1[CH2:10][O:11][C:12]1[CH:17]=[CH:16][C:15]([N+:18]([O-])=O)=[C:14]([CH3:21])[CH:13]=1>O1CCCC1.[Pt]=O>[S:1]1[C:5]2[CH:6]=[CH:7][CH:8]=[CH:9][C:4]=2[N:3]=[C:2]1[CH2:10][O:11][C:12]1[CH:17]=[CH:16][C:15]([NH2:18])=[C:14]([CH3:21])[CH:13]=1. Reported procedure: 1.0 g of platinum oxide were added to a solution of 35.0 g of O-(benzothiazol-2-ylmethyl)-3-methyl-4-nitrophenol [prepared as described in step (a) above] in 500 ml of tetrahydrofuran at room temperature and the mixture was vigorously stirred under a hydrogen atmosphere for 2 hours. At the end of this time, the reaction mixture was filtered through Celite™ and the resulting filtrate was concentrated by evaporation under reduced pressure to give a crude residue which was washed with diisopropyl e... Reactants: C1CCC(CC1)N=C=NC2CCCCC2 (DCC), O1C(=CC=C1)C(=O)O (2-furancarboxylic acid), N1(CCCCC1)CC=1C=C(OCCCNC(CSCCN)=O)C=CC1 (N-[3-[3-(piperidinomethyl)phenoxy]propyl]-2-(2-aminoethylthio)acetamide). The solvent is ClCCl (dichloromethane). Conditions: time 30 minute. Product: N1(CCCCC1)CC=1C=C(OCCCNC(CSCCNC(=O)C=2OC=CC2)=O)C=CC1 (N-[3-[3-(piperidinomethyl)phenoxy]propyl]-2-[2-(2-furoylamino)ethylthio]acetamide). Yield: 26.1%. As a reaction SMILES: [O:1]1[CH:5]=[CH:4][CH:3]=[C:2]1[C:6]([OH:8])=O.C1CCC(N=C=NC2CCCCC2)CC1.[N:24]1([CH2:30][C:31]2[CH:32]=[C:33]([CH:46]=[CH:47][CH:48]=2)[O:34][CH2:35][CH2:36][CH2:37][NH:38][C:39](=[O:45])[CH2:40][S:41][CH2:42][CH2:43][NH2:44])[CH2:29][CH2:28][CH2:27][CH2:26][CH2:25]1>ClCCl>[N:24]1([CH2:30][C:31]2[CH:32]=[C:33]([CH:46]=[CH:47][CH:48]=2)[O:34][CH2:35][CH2:36][CH2:37][NH:38][C:39](=[O:45])[CH2:40][S:41][CH2:42][CH2:43][NH:44][C:6]([C:2]2[O:1][CH:5]=[CH:4][CH:3]=2)=[O:8])[CH2:29][CH2:28][CH2:27][CH2:26][CH2:25]1. Procedure details: There was dissolved 1.12 g of 2-furancarboxylic acid in 50 ml of dichloromethane and added 2.06 g (0.01 mol) of DCC under cooling with ice and the mixture was stirred for 30 minutes. Thereto was added 3.65 g (0.01 mol) of N-[3-[3-(piperidinomethyl)phenoxy]propyl]-2-(2-aminoethylthio)acetamide and the mixture was stirred for 18 hours at room temperature. The precipitate was filtrated off, and the filtrate was washed with water and dried over Glauber's salt. Then the solvent was removed under redu... Reactants: ClC1=C(OC2=C(C=C(C=C2)NC2=C(C(=NS2)O)C#N)F)C=C(C=C1)Cl (5-[4-(2,5-dichloro-phenoxy)-3-fluoro-phenylamino]-3-hydroxy-isothiazole-4-carbonitrile), C(C)(C)N (isopropylamine). The solvent is C(C)O (ethanol). Conditions: temperature 100 celsius. Yields the product ClC1=C(OC2=C(C=C(C=C2)NC2=C(C(=NS2)O)C(=N)NC(C)C)F)C=C(C=C1)Cl (5-[4-(2,5-Dichloro-phenoxy)-3-fluoro-phenylamino]-3-hydroxy-N-isopropyl-isothiazole-4-carboxamidine). Reaction SMILES: [Cl:1][C:2]1[CH:24]=[CH:23][C:22]([Cl:25])=[CH:21][C:3]=1[O:4][C:5]1[CH:10]=[CH:9][C:8]([NH:11][C:12]2[S:16][N:15]=[C:14]([OH:17])[C:13]=2[C:18]#[N:19])=[CH:7][C:6]=1[F:20].[CH:26]([NH2:29])([CH3:28])[CH3:27]>C(O)C>[Cl:1][C:2]1[CH:24]=[CH:23][C:22]([Cl:25])=[CH:21][C:3]=1[O:4][C:5]1[CH:10]=[CH:9][C:8]([NH:11][C:12]2[S:16][N:15]=[C:14]([OH:17])[C:13]=2[C:18]([NH:29][CH:26]([CH3:28])[CH3:27])=[NH:19])=[CH:7][C:6]=1[F:20]. Reported procedure: A mixture of 5-[4-(2,5-dichloro-phenoxy)-3-fluoro-phenylamino]-3-hydroxy-isothiazole-4-carbonitrile (0.2 g) and isopropylamine (5 ml) in 20 ml of ethanol was placed into a high-pressure reaction apparatus and heated to 100° C. overnight. The reaction mixture was cooled to room temperature, and the solvent was removed in vacuo. The residue was chromatographed by silica gel column (chloroform/methanol, 40:1) to give the desired product as a light yellow solid. MS: 454; 1H NMR (DMSO-d6, 300 MHz): δ... Yields the product COc1cc(F)c(Cl)cc1[N+](=O)[O-]. Starting materials: O=[N+]([O-])c1cc(Cl)c(F)cc1O, CI, [K+], [K+], O=C([O-])[O-], CN(C)C=O, O. As a reaction SMILES: [Cl:1][c:2]1[cH:3][c:4]([N+:10](=[O:11])[O-:12])[c:5]([OH:9])[cH:6][c:7]1[F:8].[I:19][CH3:20].[K+:13].[K+:14].[O-:15][C:16]([O-:17])=[O:18].[O:22]=[CH:23][N:24]([CH3:25])[CH3:26].[OH2:21]>>[Cl:1][c:2]1[cH:3][c:4]([N+:10](=[O:11])[O-:12])[c:5]([O:9][CH3:16])[cH:6][c:7]1[F:8]. The reactants are C=CCBr, CN(C)C=O, COC(=O)c1ccc(O)cn1, [H-], [Na+]. Product: C=CCOc1ccc(C(=O)OC)nc1. As a reaction SMILES: [CH2:14]([CH:15]=[CH2:16])[Br:17].[CH3:18][N:19]([CH3:20])[CH:21]=[O:22].[CH3:1][O:2][C:3](=[O:4])[c:5]1[n:6][cH:7][c:8]([OH:11])[cH:9][cH:10]1.[H-:12].[Na+:13]>>[CH3:1][O:2][C:3](=[O:4])[c:5]1[n:6][cH:7][c:8]([O:11][CH2:16][CH:15]=[CH2:14])[cH:9][cH:10]1. The reactants are [Li]CCCC (n-BuLi), BrC=1C=C2C(=C(C(=NC2=CC1)N(CC)CC)OC1=CC=CC=C1)Cl (6-bromo-4-chloro-N,N-diethyl-3-phenoxyquinolin-2-amine), BrC=1C=C2C(=C(C(=NC2=CC1)N(CC)CC)OC1=CC=CC=C1)Cl (6-bromo-4-chloro-N,N-diethyl-3-phenoxyquinolin-2-amine), CN1C=NC=C1C(=O)C1=NC=CC=C1 ((1-methyl-1H-imidazol-5-yl)(pyridin-2-yl)methanone), CN1C=NC=C1C(=O)C1=NC=CC=C1 ((1-methyl-1H-imidazol-5-yl)(pyridin-2-yl)methanone). Solvent: C1CCOC1 (THF), C1CCOC1 (THF). Reaction conditions: time 1.5 minute. Product: ClC1=C(C(=NC2=CC=C(C=C12)C(O)(C1=NC=CC=C1)C1=CN=CN1C)N(CC)CC)OC1=CC=CC=C1 ((4-Chloro-2-(diethylamino)-3-phenoxyquinolin-6-yl)(1-methyl-1H-imidazol-5-yl)(pyridin-2-yl)methanol). As a reaction SMILES: [Li]CCCC.Br[C:7]1[CH:8]=[C:9]2[C:14](=[CH:15][CH:16]=1)[N:13]=[C:12]([N:17]([CH2:20][CH3:21])[CH2:18][CH3:19])[C:11]([O:22][C:23]1[CH:28]=[CH:27][CH:26]=[CH:25][CH:24]=1)=[C:10]2[Cl:29].[CH3:30][N:31]1[C:35]([C:36]([C:38]2[CH:43]=[CH:42][CH:41]=[CH:40][N:39]=2)=[O:37])=[CH:34][N:33]=[CH:32]1>C1COCC1>[Cl:29][C:10]1[C:9]2[C:14](=[CH:15][CH:16]=[C:7]([C:36]([C:35]3[N:31]([CH3:30])[CH:32]=[N:33][CH:34]=3)([C:38]3[CH:43]=[CH:42][CH:41]=[CH:40][N:39]=3)[OH:37])[CH:8]=2)[N:13]=[C:12]([N:17]([CH2:20][CH3:21])[CH2:18][CH3:19])[C:11]=1[O:22][C:23]1[CH:28]=[CH:27][CH:26]=[CH:25][CH:24]=1. Procedure details: A solution of n-BuLi (2.5 M in hexanes, 0.49 mL, 1.2 mmol) was added dropwise by syringe to a solution of 6-bromo-4-chloro-N,N-diethyl-3-phenoxyquinolin-2-amine (0.500 g, 1.23 mmol, Intermediate 5: step d) in dry THF (20.5 mL) in a dry ice-acetone bath. After 1-2 minutes, a solution of (1-methyl-1H-imidazol-5-yl)(pyridin-2-yl)methanone (230.9 mg, 1.233 mmol, Intermediate 6: step b) in dry THF (1.5 mL) was added dropwise. The reaction was stirred for 2 minutes, then moved into an ice bath for 7 m... Reactants: BrC=1C=CC(=NC1)[N+](=O)[O-] (5-bromo-2-nitropyridine), CC1(CN(CCN1)C(=O)OC(C)(C)C)C (tert-butyl 3,3-dimethyl-piperazine-1-carboxylate), C([O-])([O-])=O.[Cs+].[Cs+] (cesium carbonate), C1=CC=C(C=C1)P(C2=CC=CC=C2)C3=C(C4=CC=CC=C4C=C3)C5=C(C=CC6=CC=CC=C65)P(C7=CC=CC=C7)C8=CC=CC=C8 (Binap). Reagents/catalysts: C=1C=CC(=CC1)/C=C/C(=O)/C=C/C2=CC=CC=C2.C=1C=CC(=CC1)/C=C/C(=O)/C=C/C2=CC=CC=C2.C=1C=CC(=CC1)/C=C/C(=O)/C=C/C2=CC=CC=C2.[Pd].[Pd] (tris(dibenzylideneacetone)dipalladium(0)). Solvent: O1CCOCC1 (1,4-dioxane). Reaction conditions: temperature 120 celsius, time 24 hour. Product: CC1(CN(CCN1C=1C=NC(=CC1)[N+](=O)[O-])C(=O)OC(C)(C)C)C (tert-Butyl 3,3-Dimethyl-4-(6-nitropyridin-3-yl)piperazine-1-carboxylate). Isolated yield 27.0%. Reaction SMILES: Br[C:2]1[CH:3]=[CH:4][C:5]([N+:8]([O-:10])=[O:9])=[N:6][CH:7]=1.[CH3:11][C:12]1([CH3:25])[NH:17][CH2:16][CH2:15][N:14]([C:18]([O:20][C:21]([CH3:24])([CH3:23])[CH3:22])=[O:19])[CH2:13]1.C(=O)([O-])[O-].[Cs+].[Cs+].C1C=CC(P(C2C=CC3C(=CC=CC=3)C=2C2C3C(=CC=CC=3)C=CC=2P(C2C=CC=CC=2)C2C=CC=CC=2)C2C=CC=CC=2)=CC=1>C1C=CC(/C=C/C(/C=C/C2C=CC=CC=2)=O)=CC=1.C1C=CC(/C=C/C(/C=C/C2C=CC=CC=2)=O)=CC=1.C1C=CC(/C=C/C(/C=C/C2C=CC=CC=2)=O)=CC=1.[Pd].[Pd].O1CCOCC1>[CH3:11][C:12]1([CH3:25])[N:17]([C:2]2[CH:7]=[N:6][C:5]([N+:8]([O-:10])=[O:9])=[CH:4][CH:3]=2)[CH2:16][CH2:15][N:14]([C:18]([O:20][C:21]([CH3:24])([CH3:23])[CH3:22])=[O:19])[CH2:13]1 |f:2.3.4,6.7.8.9.10|. Reported procedure: A 100-mL single-neck round-bottomed flask equipped with a magnetic stirrer and a reflux condenser was charged with 5-bromo-2-nitropyridine (5.6 g, 28.0 mmol), tert-butyl 3,3-dimethyl-piperazine-1-carboxylate (3.0 g, 14.0 mmol), cesium carbonate (9.1 g, 28 mmol), and 1,4-dioxane (50 mL). After bubbling nitrogen through the resulting solution for 30 min, Binap (870 mg, 1.4 mmol) and tris(dibenzylideneacetone)dipalladium(0) (1.2 g, 1.4 mmol) were added. The reaction mixture was subjected to three c...